describe an organic reaction: reactants, conditions, products, and yield From a dataset of the Open Reaction Database (ORD), a public repository of structured organic reaction records. The reactants are Cc1nc(N2CCC(CO)CC2)c2c(C)cn(-c3c(C)cc(Br)cc3C)c2n1, CCOC(=O)Cl, [H-], [Na+], C1CCOC1. Yields the product CCOC(=O)OCC1CCN(c2nc(C)nc3c2c(C)cn3-c2c(C)cc(Br)cc2C)CC1. Reaction SMILES: [Br:1][c:2]1[cH:3][c:4]([CH3:28])[c:5](-[n:9]2[cH:10][c:11]([CH3:27])[c:12]3[c:13]2[n:14][c:15]([CH3:26])[n:16][c:17]3[N:18]2[CH2:19][CH2:20][CH:21]([CH2:24][OH:25])[CH2:22][CH2:23]2)[c:6]([CH3:8])[cH:7]1.[Cl:31][C:32](=[O:33])[O:34][CH2:35][CH3:36].[H-:30].[Na+:29].[O:37]1[CH2:38][CH2:39][CH2:40][CH2:41]1>>[Br:1][c:2]1[cH:3][c:4]([CH3:28])[c:5](-[n:9]2[cH:10][c:11]([CH3:27])[c:12]3[c:13]2[n:14][c:15]([CH3:26])[n:16][c:17]3[N:18]2[CH2:19][CH2:20][CH:21]([CH2:24][O:25][C:32](=[O:33])[O:34][CH2:35][CH3:36])[CH2:22][CH2:23]2)[c:6]([CH3:8])[cH:7]1. Starting materials: ClC1=C(C=CC(=C1)Cl)N1C(CCCC1)=S (1-(2,4-dichlorophenyl)piperidine-2-thione), COC(OC)=O (dimethylcarbonate), ice, Cl (HCl), C(C)(C)NC(C)C (diisopropylamine), solution, C(C)[Mg]Br (ethylmagnesium bromide). The solvent is O1CCCC1 (tetrahydrofuran), CCOCC (ether), O1CCCC1 (tetrahydrofuran). Conditions: temperature 80 celsius. Product: COC(=O)C1=C(N(CCC1)C1=C(C=C(C=C1)Cl)Cl)SC (1-(2,4-dichlorophenyl)-2-methylsulfanyl-1,4,5,6-tetrahydropyridine-3-carboxylic acid methyl ester). As a reaction SMILES: C([Mg]Br)C.[CH:5](NC(C)C)(C)C.[Cl:12][C:13]1[CH:18]=[C:17]([Cl:19])[CH:16]=[CH:15][C:14]=1[N:20]1[CH2:25][CH2:24][CH2:23][CH2:22][C:21]1=[S:26].[CH3:27][O:28][C:29](=O)[O:30]C.Cl>CCOCC.O1CCCC1>[CH3:27][O:28][C:29]([C:22]1[CH2:23][CH2:24][CH2:25][N:20]([C:14]2[CH:15]=[CH:16][C:17]([Cl:19])=[CH:18][C:13]=2[Cl:12])[C:21]=1[S:26][CH3:5])=[O:30]. Reported procedure: To 39.6 ml of a 3M solution ethylmagnesium bromide in ether was added 100 mL of dry tetrahydrofuran under an atmosphere of nitrogen. Then 16.7 mL of diisopropylamine was added dropwise. The reaction mixture was then heated to 80° C. for 1 h. After cooling to room temperature, the mixture was treated with a solution of 6.19 g of 1-(2,4-dichlorophenyl)piperidine-2-thione in 50 mL of dry tetrahydrofuran, heated to 80° C. for 30 min, and cooled again to room temperature. Then the mixture was treated... The reactants are FC1=CC=C(C=N1)NC(=O)C1N(CCC1)C=1N=C(C2=C(N1)CCC2)NC2=NNC(=C2)C(C)C (N-(6-fluoro-3-pyridyl)-1-[4-[(5-isopropyl-1H-pyrazol-3-yl)amino]-6,7-dihydro-5H-cyclopenta[d]pyrimidin-2-yl]pyrrolidine-2-carboxamide), C1CCOC1 (THF), Cl (HCl). Conditions: temperature 60 celsius, time 16 hour. Product: OC1=CC=C(C=N1)NC(=O)C1N(CCC1)C=1N=C(C2=C(N1)CCC2)NC2=NNC(=C2)C(C)C (N-(6-hydroxy-3-pyridyl)-1-[4-[(5-isopropyl-1H-pyrazol-3-yl)amino]-6,7-dihydro-5H-cyclopenta[d]pyrimidin-2-yl]pyrrolidine-2-carboxamide). RXN SMILES: F[C:2]1[N:7]=[CH:6][C:5]([NH:8][C:9]([CH:11]2[CH2:15][CH2:14][CH2:13][N:12]2[C:16]2[N:17]=[C:18]([NH:25][C:26]3[CH:30]=[C:29]([CH:31]([CH3:33])[CH3:32])[NH:28][N:27]=3)[C:19]3[CH2:24][CH2:23][CH2:22][C:20]=3[N:21]=2)=[O:10])=[CH:4][CH:3]=1.Cl.C1C[O:38]CC1>>[OH:38][C:2]1[N:7]=[CH:6][C:5]([NH:8][C:9]([CH:11]2[CH2:15][CH2:14][CH2:13][N:12]2[C:16]2[N:17]=[C:18]([NH:25][C:26]3[CH:30]=[C:29]([CH:31]([CH3:33])[CH3:32])[NH:28][N:27]=3)[C:19]3[CH2:24][CH2:23][CH2:22][C:20]=3[N:21]=2)=[O:10])=[CH:4][CH:3]=1. Procedure details: To a solution of N-(6-fluoro-3-pyridyl)-1-[4-[(5-isopropyl-1H-pyrazol-3-yl)amino]-6,7-dihydro-5H-cyclopenta[d]pyrimidin-2-yl]pyrrolidine-2-carboxamide (500 mg, 1.111 mmol) in THF (10 mL) was added HCl (1 mL) and reaction mixture was stirred at 60° C. for 16 h. The progress of reaction was monitored by LCMS. The reaction mixture was concentrated under vacuum to obtain crude product which was purified by reverse HPLC to afford N-(6-hydroxy-3-pyridyl)-1-[4-[(5-isopropyl-1H-pyrazol-3-yl)amino]-6,7-d... The reactants are COC(=O)CBr, CCO, [K+], [K+], O=C([O-])[O-], CN(C)C=O, O, Cc1ccc2cnc(NC3CCC(O)CC3)nc2c1O. Product: COC(=O)COc1c(C)ccc2cnc(NC3CCC(O)CC3)nc12. As a reaction SMILES: [CH3:27][O:28][C:29]([CH2:30][Br:31])=[O:32].[CH3:33][CH2:34][OH:35].[K+:21].[K+:22].[O-:23][C:24]([O-:25])=[O:26].[O:36]=[CH:37][N:38]([CH3:39])[CH3:40].[OH2:41].[OH:1][CH:2]1[CH2:3][CH2:4][CH:5]([NH:8][c:9]2[n:10][c:11]3[c:12]([OH:20])[c:13]([CH3:19])[cH:14][cH:15][c:16]3[cH:17][n:18]2)[CH2:6][CH2:7]1>>[OH:1][CH:2]1[CH2:3][CH2:4][CH:5]([NH:8][c:9]2[n:10][c:11]3[c:12]([O:20][CH2:30][C:29]([O:28][CH3:27])=[O:32])[c:13]([CH3:19])[cH:14][cH:15][c:16]3[cH:17][n:18]2)[CH2:6][CH2:7]1. Reactants: crystals, O=C(CCC1CCN(CC1)CC1=CC=CC=C1)C1=CC=C2CCCNC2=C1 (7-[1-oxo-3-[1-(phenylmethyl)piperidin-4-yl]-propyl]-1,2,3,4-tetrahydroquinoline), C(\C=C\C(=O)O)(=O)O (fumaric acid), C(C)OCC (diethyl ether). Product: C(C)(=O)N1CCCC2=CC=C(C=C12)C(CCC1CCN(CC1)C(C)=O)=O (1-acetyl-7-[3-(1- acetylpiperidin-4-yl)-1-oxopropyl]-1,2,3,4-tetra-hydroquinoline). RXN SMILES: [O:1]=[C:2]([C:18]1[CH:27]=[C:26]2[C:21]([CH2:22][CH2:23][CH2:24][NH:25]2)=[CH:20][CH:19]=1)[CH2:3][CH2:4][CH:5]1[CH2:10][CH2:9][N:8]([CH2:11][C:12]2C=CC=CC=2)[CH2:7][CH2:6]1.C(O)(=O)/C=[CH:30]/[C:31](O)=[O:32].C([O:38]CC)C>>[C:31]([N:25]1[C:26]2[C:21](=[CH:20][CH:19]=[C:18]([C:2](=[O:1])[CH2:3][CH2:4][CH:5]3[CH2:10][CH2:9][N:8]([C:11](=[O:38])[CH3:12])[CH2:7][CH2:6]3)[CH:27]=2)[CH2:22][CH2:23][CH2:24]1)(=[O:32])[CH3:30]. Reported procedure: Using 1.8 g of the compound obtained in Example 5, the procedure of Example 2 was followed to give 1.82 g of the free base of the title compound mixture A and B. The first crop of crystals (0.65 g) from a solution of this mixture in diethyl ether, i.e. 7-[1-oxo-3-[1-(phenylmethyl)piperidin-4-yl]-propyl]-1,2,3,4-tetrahydroquinoline (m.p. 132°-135° C.), was treated with an equivalent of fumaric acid to give 0.69 g of the title fumarate (B) as colorless crystals melting at 175° to 177° C. (decomp.)... Reactants: C(C)(C)(C)C1=CC(=C(C=N1)C=1N([C@]([C@](N1)(C)C1=CC=C(C=C1)Cl)(C)C1=CC=C(C=C1)Cl)C(=O)Cl)OCC ((4S,5R)-2-(6-tert-butyl-4-ethoxy-pyridin-3-yl)-4,5-bis-(4-chloro-phenyl)-4,5-dimethyl-4,5-dihydro-imidazole-1-carbonyl chloride), NCC[C@@H](CO)O ((S)-4-amino-butane-1,2-diol), OCC[C@@H]1OC(OC1)(C)C ((4S)-(+)-4-(2-hydroxyethyl)-2,2-dimethyl-1,3-dioxolane). Yields the product O[C@@H](CCNC(=O)N1C(=N[C@@]([C@@]1(C)C1=CC=C(C=C1)Cl)(C)C1=CC=C(C=C1)Cl)C=1C=NC(=CC1OCC)C(C)(C)C)CO ((4S,5R)-2-(6-tert-Butyl-4-ethoxy-pyridin-3-yl)-4,5-bis-(4-chloro-phenyl)-4,5-dimethyl-4,5-dihydro-imidazole-1-carboxylic acid ((S)-3,4-dihydroxy-butyl)-amide). RXN SMILES: [C:1]([C:5]1[N:10]=[CH:9][C:8]([C:11]2[N:12]([C:32](Cl)=[O:33])[C@@:13]([C:25]3[CH:30]=[CH:29][C:28]([Cl:31])=[CH:27][CH:26]=3)([CH3:24])[C@@:14]([C:17]3[CH:22]=[CH:21][C:20]([Cl:23])=[CH:19][CH:18]=3)([CH3:16])[N:15]=2)=[C:7]([O:35][CH2:36][CH3:37])[CH:6]=1)([CH3:4])([CH3:3])[CH3:2].[NH2:38][CH2:39][CH2:40][C@H:41]([OH:44])[CH2:42][OH:43].OCC[C@H]1COC(C)(C)O1>>[OH:44][C@H:41]([CH2:42][OH:43])[CH2:40][CH2:39][NH:38][C:32]([N:12]1[C@@:13]([C:25]2[CH:30]=[CH:29][C:28]([Cl:31])=[CH:27][CH:26]=2)([CH3:24])[C@@:14]([C:17]2[CH:18]=[CH:19][C:20]([Cl:23])=[CH:21][CH:22]=2)([CH3:16])[N:15]=[C:11]1[C:8]1[CH:9]=[N:10][C:5]([C:1]([CH3:2])([CH3:4])[CH3:3])=[CH:6][C:7]=1[O:35][CH2:36][CH3:37])=[O:33]. Reported procedure: In a manner analogous to the method described in examples 8, (4S,5R)-2-(6-tert-butyl-4-ethoxy-pyridin-3-yl)-4,5-bis-(4-chloro-phenyl)-4,5-dimethyl-4,5-dihydro-imidazole-1-carbonyl chloride (example 51) was coupled with (S)-4-amino-butane-1,2-diol (prepared from (4S)-(+)-4-(2-hydroxyethyl)-2,2-dimethyl-1,3-dioxolane (Aldrich) to give the title compound. HR-MS (ES, m/z) calculated for C33H41C12N4O4 [(M+H)+] 627.25, observed 627.2497. Reactants: CCCC1OC(C(=O)OC)CC2=C1C(=O)c1ccccc1C2=O, C1CN2CCN1CC2, c1ccc(P(c2ccccc2)c2ccccc2)cc1. Product: CCCC1OC(C(=O)OC)=CC2=C1C(=O)c1ccccc1C2=O. RXN SMILES: [CH2:1]([CH2:2][CH3:3])[CH:4]1[O:5][CH:6]([C:20](=[O:21])[O:22][CH3:23])[CH2:7][C:8]2=[C:9]1[C:10](=[O:19])[c:11]1[cH:12][cH:13][cH:14][cH:15][c:16]1[C:17]2=[O:18].[N:43]12[CH2:44][CH2:45][N:46]([CH2:47][CH2:48]1)[CH2:49][CH2:50]2.[c:24]1([P:25]([c:26]2[cH:27][cH:28][cH:29][cH:30][cH:31]2)[c:32]2[cH:33][cH:34][cH:35][cH:36][cH:37]2)[cH:38][cH:39][cH:40][cH:41][cH:42]1>>[CH2:1]([CH2:2][CH3:3])[CH:4]1[O:5][C:6]([C:20](=[O:21])[O:22][CH3:23])=[CH:7][C:8]2=[C:9]1[C:10](=[O:19])[c:11]1[cH:12][cH:13][cH:14][cH:15][c:16]1[C:17]2=[O:18]. The reactants are Clc1cc(Cl)nc(Cl)n1, COc1cccc2nc(C(F)F)[nH]c12, [H-], [Na+], CN(C)C=O, O. Yields the product COc1cccc2c1nc(C(F)F)n2-c1nc(Cl)cc(Cl)n1. RXN SMILES: [Cl:17][c:18]1[n:19][c:20]([Cl:25])[cH:21][c:22]([Cl:24])[n:23]1.[F:1][CH:2]([c:3]1[nH:4][c:5]2[c:6]([n:7]1)[cH:8][cH:9][cH:10][c:11]2[O:12][CH3:13])[F:14].[H-:16].[Na+:15].[O:27]=[CH:28][N:29]([CH3:30])[CH3:31].[OH2:26]>>[F:1][CH:2]([c:3]1[n:4][c:5]2[c:6]([n:7]1-[c:18]1[n:19][c:20]([Cl:25])[cH:21][c:22]([Cl:24])[n:23]1)[cH:8][cH:9][cH:10][c:11]2[O:12][CH3:13])[F:14].